From a dataset of the Open Reaction Database (ORD), a public repository of structured organic reaction records. describe an organic reaction: reactants, conditions, products, and yield Reactants: OCC1=CN=CN1CC#C (5-hydroxymethyl-1-(2-propyn-1-yl)imidazole), S(=O)(Cl)Cl (thionyl chloride). Conditions: temperature 90 celsius. Yields the product Cl.ClCC1=CN=CN1CC#C (5-chloromethyl-1-(2-propyn-1-yl)imidazole hydrochloride). As a reaction SMILES: O[CH2:2][C:3]1[N:7]([CH2:8][C:9]#[CH:10])[CH:6]=[N:5][CH:4]=1.S(Cl)([Cl:13])=O>>[ClH:13].[Cl:13][CH2:2][C:3]1[N:7]([CH2:8][C:9]#[CH:10])[CH:6]=[N:5][CH:4]=1 |f:2.3|. Procedure: To 5-hydroxymethyl-1-(2-propyn-1-yl)imidazole (8.0 g) was added by portions thionyl chloride (40 ml) at 0° C., and the mixture was heated for 30 minutes under nitrogen atmosphere at 90° C. The mixture was allowed to be at room temperature. The solvent was distilled off under reduced pressure, and the obtained residue was dissolved in methanol, and then, the solvent was distilled off again under reduced pressure. The obtained solid was recrystalized from ethyl acetate, to give 5-chloromethyl-1-(2... The solvent is N1=CC=CC=C1 (pyridine). Conditions: temperature -30 celsius, time 1 hour. Procedure: A mixture of 20 ml of methylsulfenyl chloride and 200ml of ethyl ether was added slowly while keeping the temperature below -30° C. to a solution of 40 g of N-methyl-N'-(3,4-dichlorophenyl)-urea in 500 ml of pyridine and the mixture was stirred for 1 hour at -30° C. After letting the temperature rise to 5° C., the mixture was stirred for 17 hours and the mixture was poured into a mixture of ice and water. The mixture was extracted with methylene chloride and the methylene chloride extract was wa... The reactants are O (water), CSCl (methylsulfenyl chloride), C(C)OCC (ethyl ether), CNC(=O)NC1=CC(=C(C=C1)Cl)Cl (N-methyl-N'-(3,4-dichlorophenyl)-urea). RXN SMILES: [CH3:1][S:2]Cl.C(OCC)C.[CH3:9][NH:10][C:11]([NH:13][C:14]1[CH:19]=[CH:18][C:17]([Cl:20])=[C:16]([Cl:21])[CH:15]=1)=[O:12].O>N1C=CC=CC=1>[CH3:9][N:10]([S:2][CH3:1])[C:11]([NH:13][C:14]1[CH:19]=[CH:18][C:17]([Cl:20])=[C:16]([Cl:21])[CH:15]=1)=[O:12]. Product: CN(C(=O)NC1=CC(=C(C=C1)Cl)Cl)SC (N-methyl-N-methylthio-N'-(3,4-dichlorophenyl)-urea). Reactants: S1(CC(CC1)=O)(=O)=O (dihydrothiophen-3(2H)-one-1,1-dioxide), N1N=CC2=CC(=CC=C12)\C=C(/C#N)\C(C)=O ((2E)-2-(1H-Indazol-5-ylmethylidene)-3-oxobutanenitrile), C(C)(=O)[O-].[NH4+] (ammonium acetate). The solvent is C(C)(=O)O (acetic acid). The product is N1N=CC2=CC(=CC=C12)C1C2=C(NC(=C1C#N)C)CCS2(=O)=O (7-(1H-Indazol-5-yl)-5-methyl-2,3,4,7-tetrahydrothieno[3,2-b]pyridine-6-carbonitrile-1,1-dioxide). Reaction SMILES: [S:1]1(=[O:8])(=[O:7])[CH2:5][CH2:4][C:3](=O)[CH2:2]1.[NH:9]1[C:17]2[C:12](=[CH:13][C:14](/[CH:18]=[C:19](/[C:22](=O)[CH3:23])\[C:20]#[N:21])=[CH:15][CH:16]=2)[CH:11]=[N:10]1.C([O-])(=O)C.[NH4+:29]>C(O)(=O)C>[NH:9]1[C:17]2[C:12](=[CH:13][C:14]([CH:18]3[C:19]([C:20]#[N:21])=[C:22]([CH3:23])[NH:29][C:3]4[CH2:4][CH2:5][S:1](=[O:8])(=[O:7])[C:2]3=4)=[CH:15][CH:16]=2)[CH:11]=[N:10]1 |f:2.3|. Reported procedure: 127 mg (0.947 mmol) dihydrothiophen-3(2H)-one-1,1-dioxide, 266 mg (0.947 mmol) (2E)-2-(1H-indazol-5-ylmethylidene)-3-oxobutanenitrile (Example 8A) and 88 mg (1.136 mmol) ammonium acetate in acetic acid (5 ml) were heated to reflux overnight. After cooling, the mixture was evaporated to dryness, and the residue was purified by preparative RP-HPLC (acetonitrile/water gradient) to yield 16 mg (5% of th.) of the title compound. The reactants are ClC1=C(C=NC2=CC(=C(C=C12)OCC)OCC)C#N (4-chloro-6,7-diethoxy-3-quinolinecarbonitrile), CNC1=CC=CC=C1 (N-methylaniline). Product: CN(C1=C(C=NC2=CC(=C(C=C12)OCC)OCC)C#N)C1=CC=CC=C1 (4-(N-Methylphenylamino)-6,7-diethoxy-3-quinolinecarbonitrile). As a reaction SMILES: Cl[C:2]1[C:11]2[C:6](=[CH:7][C:8]([O:15][CH2:16][CH3:17])=[C:9]([O:12][CH2:13][CH3:14])[CH:10]=2)[N:5]=[CH:4][C:3]=1[C:18]#[N:19].[CH3:20][NH:21][C:22]1[CH:27]=[CH:26][CH:25]=[CH:24][CH:23]=1>>[CH3:20][N:21]([C:22]1[CH:27]=[CH:26][CH:25]=[CH:24][CH:23]=1)[C:2]1[C:11]2[C:6](=[CH:7][C:8]([O:15][CH2:16][CH3:17])=[C:9]([O:12][CH2:13][CH3:14])[CH:10]=2)[N:5]=[CH:4][C:3]=1[C:18]#[N:19]. Reported procedure: In the manner of Example 105 reaction of 4-chloro-6,7-diethoxy-3-quinolinecarbonitrile with N-methylaniline gave the title compound as a tan solid, mp 153-155° C. Reactants: S(=O)(Cl)Cl (thionyl chloride), CN1C(=CC(=C1)[N+](=O)[O-])C(=O)Cl (1-methyl-4-nitro-2-pyrrolecarboxylic acid chloride), ( 14 ), CN1C(=CC(=C1)[N+](=O)[O-])C(=O)O (1-methyl-4-nitro-2-pyrrolecarboxylic acid), NC=1C=C(C(=O)O)C=CC1N (3,4-diaminobenzoic acid). Yields the product NC=1C=C(C(=O)O)C=CC1NC(=O)C=1N(C=C(C1)[N+](=O)[O-])C (3-amino-4-(1-methyl-4-nitro-2-pyrrolecarboxamido)benzoic acid), NC1=C(C=C(C(=O)O)C=C1)NC(=O)C=1N(C=C(C1)[N+](=O)[O-])C (4-amino-3-(1-methyl-4-nitro-2-pyrrolecarboxamido)benzoic acid). RXN SMILES: [CH3:1][N:2]1[CH:6]=[C:5]([N+:7]([O-:9])=[O:8])[CH:4]=[C:3]1[C:10]([OH:12])=O.S(Cl)(Cl)=O.[CH3:17][N:18]1[CH:22]=[C:21]([N+:23]([O-:25])=[O:24])[CH:20]=[C:19]1[C:26](Cl)=[O:27].[NH2:29][C:30]1[CH:31]=[C:32]([CH:36]=[CH:37][C:38]=1[NH2:39])[C:33]([OH:35])=[O:34]>>[NH2:29][C:30]1[CH:31]=[C:32]([CH:36]=[CH:37][C:38]=1[NH:39][C:10]([C:3]1[N:2]([CH3:1])[CH:6]=[C:5]([N+:7]([O-:9])=[O:8])[CH:4]=1)=[O:12])[C:33]([OH:35])=[O:34].[NH2:39][C:38]1[CH:37]=[CH:36][C:32]([C:33]([OH:35])=[O:34])=[CH:31][C:30]=1[NH:29][C:26]([C:19]1[N:18]([CH3:17])[CH:22]=[C:21]([N+:23]([O-:25])=[O:24])[CH:20]=1)=[O:27]. Reported procedure: As a further alternative, the compound of the formula (14) can also be synthesized as will be described next. For example, 1-methyl-4-nitro-2-pyrrolecarboxylic acid is reacted, by using the process disclosed in Tetrahedron, 34, 2389-2391(1978), with thionyl chloride into 1-methyl-4-nitro-2-pyrrolecarboxylic acid chloride, which is then reacted with a 3,4-diaminobenzoic acid to obtain 3-amino-4-(1-methyl-4-nitro-2-pyrrolecarboxamido)benzoic acid or 4-amino-3-(1-methyl-4-nitro-2-pyrrolecarboxamido... Starting materials: ClC1=C(C=CC(=C1OC)OC)CCNC(C(O)C1=CC=C(C=C1)OC)=O (N-(2-chloro-3,4-dimethoxyphenylethyl)-4-methoxymandelamide), [OH-].[Na+] (NaOH). The solvent is C1(=CC=CC=C1)C (toluene), C1(=CC=CC=C1)C (toluene). Run at time 4 hour. Yields the product OC(CNCCC1=C(C(=C(C=C1)OC)OC)Cl)C1=CC=C(C=C1)OC (N-[2-hydroxy-2-(4-methoxyphenyl)ethyl]-2-(2-chloro-3,4-dimethoxyphenyl)ethylamine). The yield is 77.2%. Reaction SMILES: [Cl:1][C:2]1[C:7]([O:8][CH3:9])=[C:6]([O:10][CH3:11])[CH:5]=[CH:4][C:3]=1[CH2:12][CH2:13][NH:14][C:15](=O)[CH:16]([C:18]1[CH:23]=[CH:22][C:21]([O:24][CH3:25])=[CH:20][CH:19]=1)[OH:17].[OH-].[Na+]>C1(C)C=CC=CC=1>[OH:17][CH:16]([C:18]1[CH:19]=[CH:20][C:21]([O:24][CH3:25])=[CH:22][CH:23]=1)[CH2:15][NH:14][CH2:13][CH2:12][C:3]1[CH:4]=[CH:5][C:6]([O:10][CH3:11])=[C:7]([O:8][CH3:9])[C:2]=1[Cl:1] |f:1.2|. Procedure: 10.58 g of N-(2-chloro-3,4-dimethoxyphenylethyl)-4-methoxymandelamide was dissolved in 105.8 ml of toluene. A solution of 16.5 ml of Vitrite in 16.5 ml of toluene was added dropwise to the solution at room temperature. Then the reaction was conducted at 50° C. for 4 hours. After cooling, 100 ml of a 10% NaOH solution was added dropwise thereto and the mixture was left to stand overnight. Crystals thus formed were separated by filtration, washed with water and dried to obtain 7.87 g (yield: 77.2%... As a reaction SMILES: [O:1]1[C:5]2[CH:6]=[CH:7][C:8]([CH2:10][N:11]([CH2:29][C:30]3[CH:38]=[CH:37][C:33]4[O:34][CH2:35][O:36][C:32]=4[CH:31]=3)[CH2:12][C:13]3[N:14]([CH2:25][CH2:26][CH2:27][CH3:28])[C:15](I)=[N:16][C:17]=3[C:18]3[CH:23]=[CH:22][CH:21]=[CH:20][CH:19]=3)=[CH:9][C:4]=2[O:3][CH2:2]1.C(=O)([O-])[O-].[Na+].[Na+].[CH3:45][C:46]1[CH:51]=[CH:50][CH:49]=[CH:48][C:47]=1B(O)O>C1(C)C=CC=CC=1.C(O)C.C(OCC)(=O)C.C1C=CC([P]([Pd]([P](C2C=CC=CC=2)(C2C=CC=CC=2)C2C=CC=CC=2)([P](C2C=CC=CC=2)(C2C=CC=CC=2)C2C=CC=CC=2)[P](C2C=CC=CC=2)(C2C=CC=CC=2)C2C=CC=CC=2)(C2C=CC=CC=2)C2C=CC=CC=2)=CC=1>[O:1]1[C:5]2[CH:6]=[CH:7][C:8]([CH2:10][N:11]([CH2:29][C:30]3[CH:38]=[CH:37][C:33]4[O:34][CH2:35][O:36][C:32]=4[CH:31]=3)[CH2:12][C:13]3[N:14]([CH2:25][CH2:26][CH2:27][CH3:28])[C:15]([C:47]4[CH:48]=[CH:49][CH:50]=[CH:51][C:46]=4[CH3:45])=[N:16][C:17]=3[C:18]3[CH:23]=[CH:22][CH:21]=[CH:20][CH:19]=3)=[CH:9][C:4]=2[O:3][CH2:2]1 |f:1.2.3,^1:74,76,95,114|. The reagents and catalysts are C=1C=CC(=CC1)[P](C=2C=CC=CC2)(C=3C=CC=CC3)[Pd]([P](C=4C=CC=CC4)(C=5C=CC=CC5)C=6C=CC=CC6)([P](C=7C=CC=CC7)(C=8C=CC=CC8)C=9C=CC=CC9)[P](C=1C=CC=CC1)(C=1C=CC=CC1)C=1C=CC=CC1 (Pd(PPh3)4). The yield is 73.2%. Starting materials: O1COC2=C1C=CC(=C2)CN(CC=2N(C(=NC2C2=CC=CC=C2)I)CCCC)CC2=CC1=C(OCO1)C=C2 (bis-benzo[1,3]dioxol-5-ylmethyl-(3-butyl-2-iodo-5-phenyl-3H-imidazol-4-ylmethyl)-amine), C([O-])([O-])=O.[Na+].[Na+] (sodium carbonate), CC1=C(C=CC=C1)B(O)O (2-methylphenyl boronic acid). The product is O1COC2=C1C=CC(=C2)CN(CC=2N(C(=NC2C2=CC=CC=C2)C2=C(C=CC=C2)C)CCCC)CC2=CC1=C(OCO1)C=C2 (bis-benzo[1,3]dioxol-5-ylmethyl-(3-butyl-5-phenyl-2-o-tolyl-3H-imidazol-4-ylmethyl)-amine). Run in C1(=CC=CC=C1)C (toluene), C(C)O (ethanol), C(C)(=O)OCC (ethyl acetate). Conditions: temperature 100 celsius, time 8 hour. Procedure details: To a solution of bis-benzo[1,3]dioxol-5-ylmethyl-(3-butyl-2-iodo-5-phenyl-3H-imidazol-4-ylmethyl)-amine (62 mg, 0.1 mmol) and Pd(PPh3)4 (6 mg) in 1 ml of toluene is added aqueous sodium carbonate (0.4 ml of 2.0 N) and 2-methylphenyl boronic acid (18 mg, 0.13 mmol, 1.3 eq.) in 0.3 ml of ethanol under nitrogen, the resulting mixture is stirred at 100° C. for 8 h. After being cooled to room temperature, the reaction mixture is diluted with 10 ml of ethyl acetate, washed with water and brine and dri... Reactants: BrCCC1=COC2=C1C=CC=C2OC2OCCCC2 (3-(2-bromoethyl)-7-tetrahydropyranyloxybenzofuran), CN(C)C=O (DMF), C1(=CC=CC=C1)C(S)C1=CC=CC=C1 (Diphenylmethanethiol), CN(C)C=O (DMF), CC(C)([O-])C.[K+] (potassium t-butoxide), Cl (hydrochloric acid). Solvent: O (water). Reaction conditions: time 5 minute. Product: C1(=CC=CC=C1)C(SCCC1=COC2=C1C=CC=C2OCC(=O)OC)C2=CC=CC=C2 (Methyl (3-(2-(diphenylmethylthio)ethyl)benzofuran-7-yloxy)acetate). Yield: 60.0%. RXN SMILES: [C:1]1([CH:7]([C:9]2[CH:14]=[CH:13][CH:12]=[CH:11][CH:10]=2)[SH:8])[CH:6]=[CH:5][CH:4]=[CH:3][CH:2]=1.C[C:16](C)([O-:18])C.[K+].Br[CH2:22][CH2:23][C:24]1[C:28]2[CH:29]=[CH:30][CH:31]=[C:32]([O:33][CH:34]3[CH2:39]CCCO3)[C:27]=2[O:26][CH:25]=1.Cl.CN(C=[O:45])C>O>[C:9]1([CH:7]([C:1]2[CH:2]=[CH:3][CH:4]=[CH:5][CH:6]=2)[S:8][CH2:22][CH2:23][C:24]2[C:28]3[CH:29]=[CH:30][CH:31]=[C:32]([O:33][CH2:34][C:39]([O:18][CH3:16])=[O:45])[C:27]=3[O:26][CH:25]=2)[CH:10]=[CH:11][CH:12]=[CH:13][CH:14]=1 |f:1.2|. Reported procedure: Diphenylmethanethiol (297 mg) was dissolved in DMF (2 ml) and potassium t-butoxide (166 mg) was added to the obtained solution, followed by stirring the resulting solution at room temperature for 5 minutes. To this reaction solution, a solution of 3-(2-bromoethyl)-7-tetrahydropyranyloxybenzofuran (335 mg) in DMF (2.5 ml) was added dropwise for 5 minutes, and the resulting solution was stirred at room temperature for 15 minutes. To this reaction solution, 1N hydrochloric acid (1.5 ml) was added a... The reactants are ClC1=C(CN=[N+]=[N-])C=CC=C1 (o-chlorobenzyl azide), C(#CC)C(=O)O (propynecarboxylic acid). Run in C1(=CC=CC=C1)C (toluene). Product: ClC1=C(CN2N=NC(=C2)C(=O)O)C=CC=C1 (1-(o-chlorobenzyl)-1H-1,2,3-triazole-4-carboxylic acid). As a reaction SMILES: [Cl:1][C:2]1[CH:11]=[CH:10][CH:9]=[CH:8][C:3]=1[CH2:4][N:5]=[N+:6]=[N-:7].[C:12]([C:15]([OH:17])=[O:16])#[C:13]C>C1(C)C=CC=CC=1>[Cl:1][C:2]1[CH:11]=[CH:10][CH:9]=[CH:8][C:3]=1[CH2:4][N:5]1[CH:13]=[C:12]([C:15]([OH:17])=[O:16])[N:7]=[N:6]1. Reported procedure: A solution of 16.75 g (100 mmol) of o-chlorobenzyl azide, 7.35 g (100 mmol) of propynecarboxylic acid and 200 ml of toluene is stirred for 24 hours at 50°. After being cooled to room temperature, the precipitated product is filtered off with suction and washed first with toluene and then with diethyl ether. In this manner there is obtained 1-(o-chlorobenzyl)-1H-1,2,3-triazole-4-carboxylic acid having a melting point of 175° (with decomposition). After concentration of the filtrates by evaporatio... Starting materials: FC(C(=O)O)(F)F (Trifluoroacetic acid), C(C)(C)(C)OC(=O)N1CCC2(CC1)C=C(C1=CC=CC=C12)C(=O)O (1′-(tert-butyoxycarbonyl)spiro[indene-1,4′-piperidine]-3-carboxylic acid). The solvent is ClCCl (dichloromethane). Run at time 1 hour. Product: N1CCC2(CC1)C=C(C1=CC=CC=C12)C(=O)[O-] (spiro[indene-1,4′piperidine]-3-carboxylate), C(=O)(C(F)(F)F)O (TFA). As a reaction SMILES: [F:1][C:2]([F:7])([F:6])[C:3]([OH:5])=[O:4].C(OC([N:15]1[CH2:20][CH2:19][C:18]2([C:28]3[C:23](=[CH:24][CH:25]=[CH:26][CH:27]=3)[C:22]([C:29]([OH:31])=[O:30])=[CH:21]2)[CH2:17][CH2:16]1)=O)(C)(C)C>ClCCl>[NH:15]1[CH2:20][CH2:19][C:18]2([C:28]3[C:23](=[CH:24][CH:25]=[CH:26][CH:27]=3)[C:22]([C:29]([O-:31])=[O:30])=[CH:21]2)[CH2:17][CH2:16]1.[C:3]([OH:5])([C:2]([F:7])([F:6])[F:1])=[O:4]. Reported procedure: Trifluoroacetic acid (2 mL) was added to a stirred solution of 1′-(tert-butyoxycarbonyl)spiro[indene-1,4′-piperidine]-3-carboxylic acid (C4) (0.25 g, 0.76 mmol) in dichloromethane (5 mL) and the solution was stirred at room temperature for 1 h. The solvent was removed under reduced pressure and dried under high vacuum for 18 h to provide spiro[indene-1,4′piperidine]-3-carboxylate (D1) as an oil (0.26 g, quantitative, TFA salt). LC/MS (10-90% over 3 min with 0.9% FA) m/z 230.3 (M+1), Rt 1.3 minut...